Dataset: the Open Reaction Database (ORD), a public repository of structured organic reaction records. Task: describe an organic reaction: reactants, conditions, products, and yield The reactants are CCOC(=O)c1[nH]c(C)c(S(=O)(=O)Cl)c1C, CCN(C(C)C)C(C)C, ClCCl, Cl, C1CNCCOC1, O. The product is CCOC(=O)c1[nH]c(C)c(S(=O)(=O)N2CCCOCC2)c1C. Reaction SMILES: [CH2:18]([CH3:19])[O:20][C:21](=[O:22])[c:23]1[nH:24][c:25]([CH3:33])[c:26]([S:29](=[O:30])(=[O:31])[Cl:32])[c:27]1[CH3:28].[CH:9]([N:10]([CH2:11][CH3:12])[CH:13]([CH3:14])[CH3:15])([CH3:16])[CH3:17].[Cl:35][CH2:36][Cl:37].[ClH:1].[O:2]1[CH2:3][CH2:4][NH:5][CH2:6][CH2:7][CH2:8]1.[OH2:34]>>[O:2]1[CH2:3][CH2:4][N:5]([S:29]([c:26]2[c:25]([CH3:33])[nH:24][c:23]([C:21]([O:20][CH2:18][CH3:19])=[O:22])[c:27]2[CH3:28])(=[O:30])=[O:31])[CH2:6][CH2:7][CH2:8]1. Reactants: CCO, CCCCOc1nc(N)c2nc(OC)n(CCCN3C(=O)c4ccccc4C3=O)c2n1, NN, O. Product: CCCCOc1nc(N)c2nc(OC)n(CCCN)c2n1. RXN SMILES: [CH3:35][CH2:36][OH:37].[NH2:1][c:2]1[c:3]2[n:4][c:5]([O:30][CH3:31])[n:6]([CH2:16][CH2:17][CH2:18][N:19]3[C:20](=[O:21])[c:22]4[c:23]([cH:24][cH:25][cH:26][cH:27]4)[C:28]3=[O:29])[c:7]2[n:8][c:9]([O:11][CH2:12][CH2:13][CH2:14][CH3:15])[n:10]1.[NH2:33][NH2:34].[OH2:32]>>[NH2:1][c:2]1[c:3]2[n:4][c:5]([O:30][CH3:31])[n:6]([CH2:16][CH2:17][CH2:18][NH2:19])[c:7]2[n:8][c:9]([O:11][CH2:12][CH2:13][CH2:14][CH3:15])[n:10]1. Reactants: O=C(N=C=S)c1ccccc1, CCOC(=O)c1sc2nc(-c3ccccc3)cc(C)c2c1N, CC(C)=O. The product is CCOC(=O)c1sc2nc(-c3ccccc3)cc(C)c2c1NC(=S)NC(=O)c1ccccc1. RXN SMILES: [C:1]([c:2]1[cH:3][cH:4][cH:5][cH:6][cH:7]1)(=[O:8])[N:9]=[C:10]=[S:11].[CH2:12]([CH3:13])[O:14][C:15](=[O:16])[c:17]1[c:18]([NH2:33])[c:19]2[c:20]([n:21][c:22](-[c:26]3[cH:27][cH:28][cH:29][cH:30][cH:31]3)[cH:23][c:24]2[CH3:25])[s:32]1.[CH3:34][C:35](=[O:36])[CH3:37]>>[C:1]([c:2]1[cH:3][cH:4][cH:5][cH:6][cH:7]1)(=[O:8])[NH:9][C:10](=[S:11])[NH:33][c:18]1[c:17]([C:15]([O:14][CH2:12][CH3:13])=[O:16])[s:32][c:20]2[c:19]1[c:24]([CH3:25])[cH:23][c:22](-[c:26]1[cH:27][cH:28][cH:29][cH:30][cH:31]1)[n:21]2.